From a dataset of the Open Reaction Database (ORD), a public repository of structured organic reaction records. describe an organic reaction: reactants, conditions, products, and yield Starting materials: C[P+](C)(C)CC#N, CCC#N, CCN(C(C)C)C(C)C, O=C(NC1CC1)c1ccc(N2CCNCC2)c(Cl)c1, [I-], O=C1Nc2cc(CO)cnc2N2CCCCC12. The product is O=C(NC1CC1)c1ccc(N2CCN(Cc3cnc4c(c3)NC(=O)C3CCCCN43)CC2)c(Cl)c1. As a reaction SMILES: [C:38]([CH2:39][P+:40]([CH3:41])([CH3:42])[CH3:43])#[N:44].[C:54](#[N:55])[CH2:56][CH3:57].[CH:45]([N:46]([CH2:47][CH3:48])[CH:49]([CH3:50])[CH3:51])([CH3:52])[CH3:53].[Cl:18][c:19]1[cH:20][c:21]([C:22](=[O:23])[NH:24][CH:25]2[CH2:26][CH2:27]2)[cH:28][cH:29][c:30]1[N:31]1[CH2:32][CH2:33][NH:34][CH2:35][CH2:36]1.[I-:37].[OH:1][CH2:2][c:3]1[cH:4][c:5]2[c:10]([n:11][cH:12]1)[N:9]1[CH:8]([C:7](=[O:17])[NH:6]2)[CH2:16][CH2:15][CH2:14][CH2:13]1>>[CH2:2]([c:3]1[cH:4][c:5]2[c:10]([n:11][cH:12]1)[N:9]1[CH:8]([C:7](=[O:17])[NH:6]2)[CH2:16][CH2:15][CH2:14][CH2:13]1)[N:34]1[CH2:33][CH2:32][N:31]([c:30]2[c:19]([Cl:18])[cH:20][c:21]([C:22](=[O:23])[NH:24][CH:25]3[CH2:26][CH2:27]3)[cH:28][cH:29]2)[CH2:36][CH2:35]1. Starting materials: Cl (hydrogen chloride), C(C)(C)(C)OC(=O)NC1=C(C=C(C=C1F)Cl)F (N-t-butoxycarbonyl-4-chloro-2,6-difluoroaniline). The solvent is C(C)(=O)OCC (ethyl acetate). Reaction conditions: time 2 hour. Yields the product Cl.ClC1=CC(=C(N)C(=C1)F)F (4-chloro-2,6-difluoroaniline hydrochloride). Isolated yield 107.7%. Reaction SMILES: Cl.C(OC([NH:9][C:10]1[C:15]([F:16])=[CH:14][C:13]([Cl:17])=[CH:12][C:11]=1[F:18])=O)(C)(C)C>C(OCC)(=O)C>[ClH:17].[Cl:17][C:13]1[CH:14]=[C:15]([F:16])[C:10]([NH2:9])=[C:11]([F:18])[CH:12]=1 |f:3.4|. Procedure details: A saturated solution of hydrogen chloride in ethyl acetate (4 ml) was added to N-t-butoxycarbonyl-4-chloro-2,6-difluoroaniline (330 mg, 1.3 mmol) and the mixture stirred at ambient temperature for 2 hours. The precipitate was collected by filtration to give 4-chloro-2,6-difluoroaniline hydrochloride (140 mg, 56%).